From a dataset of the Open Reaction Database (ORD), a public repository of structured organic reaction records. describe an organic reaction: reactants, conditions, products, and yield Starting materials: Cc1cc(-c2ccc(Cl)c(Cl)c2)nc(-c2cccc(-c3cccc(S(=O)(=O)NC(C)(C)C)c3)c2)n1, ClCCl, O=C(O)C(F)(F)F. Yields the product Cc1cc(-c2ccc(Cl)c(Cl)c2)nc(-c2cccc(-c3cccc(S(N)(=O)=O)c3)c2)n1. RXN SMILES: [C:1]([CH3:2])([CH3:3])([CH3:4])[NH:5][S:6](=[O:7])(=[O:8])[c:9]1[cH:10][c:11](-[c:15]2[cH:16][c:17](-[c:21]3[n:22][c:23]([CH3:35])[cH:24][c:25](-[c:27]4[cH:28][c:29]([Cl:34])[c:30]([Cl:33])[cH:31][cH:32]4)[n:26]3)[cH:18][cH:19][cH:20]2)[cH:12][cH:13][cH:14]1.[Cl:43][CH2:44][Cl:45].[F:36][C:37]([F:38])([F:39])[C:40]([OH:41])=[O:42]>>[NH2:5][S:6](=[O:7])(=[O:8])[c:9]1[cH:10][c:11](-[c:15]2[cH:16][c:17](-[c:21]3[n:22][c:23]([CH3:35])[cH:24][c:25](-[c:27]4[cH:28][c:29]([Cl:34])[c:30]([Cl:33])[cH:31][cH:32]4)[n:26]3)[cH:18][cH:19][cH:20]2)[cH:12][cH:13][cH:14]1. Starting materials: C#CCN, O=C1C2=C(CCCC2)C(=O)N1c1cc(OC2CCCC2)c(Cl)cc1F, c1ccccc1. The product is C#CCNC(=O)C1=C(C(=O)Nc2cc(OC3CCCC3)c(Cl)cc2F)CCCC1. As a reaction SMILES: [CH2:26]([C:27]#[CH:28])[NH2:29].[F:1][c:2]1[c:3]([N:15]2[C:16](=[O:25])[C:17]3=[C:18]([C:19]2=[O:20])[CH2:21][CH2:22][CH2:23][CH2:24]3)[cH:4][c:5]([O:9][CH:10]2[CH2:11][CH2:12][CH2:13][CH2:14]2)[c:6]([Cl:8])[cH:7]1.[cH:30]1[cH:31][cH:32][cH:33][cH:34][cH:35]1>>[F:1][c:2]1[c:3]([NH:15][C:16]([C:17]2=[C:18]([C:19](=[O:20])[NH:29][CH2:26][C:27]#[CH:28])[CH2:21][CH2:22][CH2:23][CH2:24]2)=[O:25])[cH:4][c:5]([O:9][CH:10]2[CH2:11][CH2:12][CH2:13][CH2:14]2)[c:6]([Cl:8])[cH:7]1. Run in C(Cl)Cl (CH2Cl2), CCOCC (ether). RXN SMILES: [Cl:1][C:2]1[CH:7]=[CH:6][C:5]([C:8]2[C:9]([CH:14]=O)=[CH:10][CH:11]=[CH:12][CH:13]=2)=[CH:4][CH:3]=1.[N:16]1([C:22]([O:24][C:25]([CH3:28])([CH3:27])[CH3:26])=[O:23])[CH2:21][CH2:20][NH:19][CH2:18][CH2:17]1.C(O[BH-](OC(=O)C)OC(=O)C)(=O)C.[Na+].CO>C(Cl)Cl.CCOCC>[Cl:1][C:2]1[CH:3]=[CH:4][C:5]([C:8]2[CH:13]=[CH:12][CH:11]=[CH:10][C:9]=2[CH2:14][N:19]2[CH2:18][CH2:17][N:16]([C:22]([O:24][C:25]([CH3:28])([CH3:27])[CH3:26])=[O:23])[CH2:21][CH2:20]2)=[CH:6][CH:7]=1 |f:2.3|. Starting materials: CO (methanol), ClC1=CC=C(C=C1)C=1C(=CC=CC1)C=O (4′-Chlorobiphenyl-2-carboxaldehyde), N1(CCNCC1)C(=O)OC(C)(C)C (tert-butyl piperazine-1-carboxylate), C(C)(=O)O[BH-](OC(C)=O)OC(C)=O.[Na+] (sodium triacetoxyborohydride). Procedure details: 4′-Chlorobiphenyl-2-carboxaldehyde (4.1 g), tert-butyl piperazine-1-carboxylate (4.23 g) and sodium triacetoxyborohydride (5.61 g) in CH2Cl2 (60 mL) were stirred for 24 hours. The mixture was treated with methanol and poured into ether. The extract was washed with water and brine and concentrated. The concentrate was chromatographed on silica gel with 2-25% ethyl acetate/hexanes. Product: ClC1=CC=C(C=C1)C1=C(C=CC=C1)CN1CCN(CC1)C(=O)OC(C)(C)C (tert-butyl 4-((4′-chlorobiphenyl-2-yl)methyl)piperazine-1-carboxylate).